describe an organic reaction: reactants, conditions, products, and yield From a dataset of the Open Reaction Database (ORD), a public repository of structured organic reaction records. Starting materials: [BH4-], C1CCOC1, CCO, CCOC(C)=O, CC12CCC(=O)NC1=CC(=O)C1C2CCC2(C)C(OC3CC3)CCC12, [Na+]. Yields the product CC12CCC(=O)NC1=CC(O)C1C2CCC2(C)C(OC3CC3)CCC12. As a reaction SMILES: [BH4-:26].[CH2:28]1[O:29][CH2:30][CH2:31][CH2:32]1.[CH3:33][CH2:34][OH:35].[CH3:36][CH2:37][O:38][C:39]([CH3:40])=[O:41].[CH:1]1([O:4][CH:5]2[C:6]3([CH3:7])[CH:8]([CH2:9][CH2:10]2)[CH:11]2[C:12](=[O:25])[CH:13]=[C:14]4[NH:15][C:16](=[O:24])[CH2:17][CH2:18][C:19]4([CH3:20])[CH:21]2[CH2:22][CH2:23]3)[CH2:2][CH2:3]1.[Na+:27]>>[CH:1]1([O:4][CH:5]2[C:6]3([CH3:7])[CH:8]([CH2:9][CH2:10]2)[CH:11]2[CH:12]([OH:25])[CH:13]=[C:14]4[NH:15][C:16](=[O:24])[CH2:17][CH2:18][C:19]4([CH3:20])[CH:21]2[CH2:22][CH2:23]3)[CH2:2][CH2:3]1. Reactants: Cl.C(C)OC(CCN)=O (β-alanine ethyl ester hydrochloride), O.ON1N=NC2=C1C=CC=C2 (1-hydroxybenzotriazole monohydrate), C1(CCCCC1)C(C=1OC2=C(C1C)C=C(C=C2)F)NC2=CC=C(C=N2)C(=O)O (6-{[cyclohexyl(5-fluoro-3-methyl-1-benzofuran-2-yl)methyl]amino}pyridine-3-carboxylic acid), Cl.C(C)N=C=NCCCN(C)C (1-ethyl-3-(3-dimethylaminopropyl)carbodiimide hydrochloride), [Cl-].[NH4+] (ammonium chloride). The solvent is CN(C=O)C (N,N-dimethylformamide), C(C)N(CC)CC (triethylamine). Reaction conditions: time 8 hour. Yields the product C1(CCCCC1)C(C=1OC2=C(C1C)C=C(C=C2)F)NC2=CC=C(C=N2)C(=O)NCCC(=O)OCC (ethyl 3-{[(6-{[cyclohexyl(5-fluoro-3-methyl-1-benzofuran-2-yl)methyl]amino}pyridin-3-yl)carbonyl]amino}propanoate). The yield is 96.9%. RXN SMILES: [CH:1]1([CH:7]([NH:19][C:20]2[N:25]=[CH:24][C:23]([C:26](O)=[O:27])=[CH:22][CH:21]=2)[C:8]2[O:9][C:10]3[CH:17]=[CH:16][C:15]([F:18])=[CH:14][C:11]=3[C:12]=2[CH3:13])[CH2:6][CH2:5][CH2:4][CH2:3][CH2:2]1.Cl.[CH2:30]([O:32][C:33](=[O:37])[CH2:34][CH2:35][NH2:36])[CH3:31].O.ON1C2C=CC=CC=2N=N1.Cl.C(N=C=NCCCN(C)C)C.[Cl-].[NH4+]>CN(C)C=O.C(N(CC)CC)C>[CH:1]1([CH:7]([NH:19][C:20]2[N:25]=[CH:24][C:23]([C:26]([NH:36][CH2:35][CH2:34][C:33]([O:32][CH2:30][CH3:31])=[O:37])=[O:27])=[CH:22][CH:21]=2)[C:8]2[O:9][C:10]3[CH:17]=[CH:16][C:15]([F:18])=[CH:14][C:11]=3[C:12]=2[CH3:13])[CH2:6][CH2:5][CH2:4][CH2:3][CH2:2]1 |f:1.2,3.4,5.6,7.8|. Reported procedure: To a mixture of 6-{[cyclohexyl(5-fluoro-3-methyl-1-benzofuran-2-yl)methyl]amino}pyridine-3-carboxylic acid (300 mg) synthesized above, β-alanine ethyl ester hydrochloride (181 mg), 1-hydroxybenzotriazole monohydrate (181 mg), triethylamine (328 μL) and N,N-dimethylformamide (10 mL) was added 1-ethyl-3-(3-dimethylaminopropyl)carbodiimide hydrochloride (226 mg), and the mixture was stirred at room temperature overnight. Saturated aqueous ammonium chloride solution was added to quench the reaction,... Starting materials: BrC1=C(C2=C(OCO2)C=C1)C(=O)O (5-Bromo-1,3-benzodioxole-4-carboxylic acid), C(=O)(O)[O-].[Na+] (NaHCO3). Reagents/catalysts: S(O)(O)(=O)=O (sulfuric acid). Run in CO (methanol). The product is BrC1=C(C2=C(OCO2)C=C1)C(=O)OC (5-Bromo-1,3-benzodioxole-4-carboxylic acid, methyl ester). Isolated yield 55.0%. As a reaction SMILES: [Br:1][C:2]1[CH:10]=[CH:9][C:5]2[O:6][CH2:7][O:8][C:4]=2[C:3]=1[C:11]([OH:13])=[O:12].[C:14]([O-])(O)=O.[Na+]>CO.S(=O)(=O)(O)O>[Br:1][C:2]1[CH:10]=[CH:9][C:5]2[O:6][CH2:7][O:8][C:4]=2[C:3]=1[C:11]([O:13][CH3:14])=[O:12] |f:1.2|. Reported procedure: 5-Bromo-1,3-benzodioxole-4-carboxylic acid (0.34 g, 1.39 mmol) was dissolved in methanol (25 mL). A few drops of concentrated sulfuric acid were added and the solution was heated to reflux for 60 h at which time TLC analysis indicated the reaction complete. The reaction was cooled and poured into a solution of 5% NaHCO3 (25 mL) and extracted with ethyl acetate. The organic layers were dried with magnesium sulfate and concentrated by rotary evaporation to afford 0.20 g of product (0.77 mmol, 55% ... The reactants are CC1=C(C=C(C(=C1)[N+](=O)[O-])C)B1OC(C(O1)(C)C)(C)C (2-(2,5-dimethyl-4-nitrophenyl)-4,4,5,5-tetramethyl-1,3,2-dioxaborolane), COC1=CC=C(CN2C(C=CCC2)=O)C=C1 (1-(4-methoxybenzyl)-5,6-dihydropyridin-2(1H)-one), [OH-].[K+] (KOH). The reagents and catalysts are C1/C=C\CC/C=C\C1.C1/C=C\CC/C=C\C1.[Cl-].[Cl-].[Rh].[Rh] (chloro(1,5-cyclooctadiene)rhodium (I) dimer). The solvent is O1CCOCC1 (dioxane). Run at temperature 100 celsius. The product is CC1=C(C=C(C(=C1)[N+](=O)[O-])C)C1CC(N(CC1)CC1=CC=C(C=C1)OC)=O (4-(2,5-dimethyl-4-nitrophenyl)-1-(4-methoxybenzyl)piperidin-2-one). Reaction SMILES: [CH3:1][C:2]1[CH:7]=[C:6]([N+:8]([O-:10])=[O:9])[C:5]([CH3:11])=[CH:4][C:3]=1B1OC(C)(C)C(C)(C)O1.[CH3:21][O:22][C:23]1[CH:36]=[CH:35][C:26]([CH2:27][N:28]2[CH2:33][CH2:32][CH:31]=[CH:30][C:29]2=[O:34])=[CH:25][CH:24]=1.[OH-].[K+]>C1CC=CCCC=C1.C1CC=CCCC=C1.[Cl-].[Cl-].[Rh].[Rh].O1CCOCC1>[CH3:1][C:2]1[CH:7]=[C:6]([N+:8]([O-:10])=[O:9])[C:5]([CH3:11])=[CH:4][C:3]=1[CH:31]1[CH2:32][CH2:33][N:28]([CH2:27][C:26]2[CH:25]=[CH:24][C:23]([O:22][CH3:21])=[CH:36][CH:35]=2)[C:29](=[O:34])[CH2:30]1 |f:2.3,4.5.6.7.8.9|. Procedure details: In a 5 mL microwave reaction tube was added 2-(2,5-dimethyl-4-nitrophenyl)-4,4,5,5-tetramethyl-1,3,2-dioxaborolane (143 mg, 0.516 mmol, prepared from 1-bromo-2,5-dimethyl-4-nitrobenzene by standard protocol), 1-(4-methoxybenzyl)-5,6-dihydropyridin-2(1H)-one (56 mg, 0.26 mmol, prepared by following a similar procedure as reported by Lerchner etc. in Chem. Eur. J. 2006, 12, 8208), chloro(1,5-cyclooctadiene)rhodium (I) dimer (13 mg, 0.026 mmol), KOH (0.13 mL 1N aqueous solution) and dioxane (1.2 mL... Starting materials: C(CC(O)(C(=O)[O-])CC(=O)[O-])(=O)[O-].[Na+].[Na+].[Na+] (sodium citrate), COC=1C=C2CCCC(C2=CC1)=O (6-methoxy-1-tetralone), Grignard reagent, N1(CCCC1)CCOC1=CC=C(C=C1)[Mg]Br (4-(2-pyrrolidin-N-yl)ethoxyphenylmagnesium bromide), Mg, aryl bromide, [OH-].[Na+] (NaOH), P(=O)(OC1=CC=CC=C1)(OC1=CC=CC=C1)Cl (diphenyl chlorophosphate), C1(=C(C(=CC(=C1)C)C)[Mg]Br)C (2-mesitylmagnesium bromide), P(=O)(OC1=CCCC2=CC(=CC=C12)OC)(OC1=CC=CC=C1)OC1=CC=CC=C1 (6-methoxy-3,4-dihydronaphth-1-yl diphenyl phosphate). The reagents and catalysts are Cl[Pd]([P](C1=CC=CC=C1)(C2=CC=CC=C2)C3=CC=CC=C3)([P](C4=CC=CC=C4)(C5=CC=CC=C5)C6=CC=CC=C6)Cl (dichlorobis(triphenylphosphine)palladium). The solvent is C(C)(C)(C)OC (MTBE), C1CCOC1 (THF), C1CCOC1 (THF), O (water), C(C)(C)(C)OC (MTBE), C1CCOC1 (THF). Run at time 1 hour. The product is hydrochloride salt, N1(CCCC1)CCOC1CC=CC2=CC=C(C=C12)OC (4-[2-(pyrrolidin-N-yl)ethoxy]-6-methoxy-3,4-dihydronaphthalene). The yield is 80.0%. As a reaction SMILES: [CH3:1][O:2][C:3]1[CH:4]=[C:5]2[C:10](=[CH:11][CH:12]=1)[C:9](=O)[CH2:8][CH2:7][CH2:6]2.P(Cl)(OC1C=CC=CC=1)(OC1C=CC=CC=1)=O.C1(C)C=C(C)C=C(C)C=1[Mg]Br.P(OC1C=CC=CC=1)(OC1C=CC=CC=1)(OC1C2C(=CC(OC)=CC=2)CCC=1)=O.[N:71]1([CH2:76][CH2:77][O:78]C2C=CC([Mg]Br)=CC=2)[CH2:75][CH2:74][CH2:73][CH2:72]1.C([O-])(=O)CC(CC([O-])=O)(C([O-])=O)O.[Na+].[Na+].[Na+].[OH-].[Na+]>C1COCC1.Cl[Pd](Cl)([P](C1C=CC=CC=1)(C1C=CC=CC=1)C1C=CC=CC=1)[P](C1C=CC=CC=1)(C1C=CC=CC=1)C1C=CC=CC=1.O.C(OC)(C)(C)C>[N:71]1([CH2:76][CH2:77][O:78][CH:6]2[C:5]3[C:10](=[CH:11][CH:12]=[C:3]([O:2][CH3:1])[CH:4]=3)[CH:9]=[CH:8][CH2:7]2)[CH2:75][CH2:74][CH2:73][CH2:72]1 |f:5.6.7.8,9.10,^1:112,131|. Procedure details: A solution of 3.09 g (17.5 mmol) 6-methoxy-1-tetralone in 3 mL of THF was cooled to −10° C. and sequentially treated with 5.17 g (19.3 mmol) diphenyl chlorophosphate and 18.3 mL (19.3 mmol) 1.05 M 2-mesitylmagnesium bromide in THF. The temperature during addition of this Grignard reagent was kept below 10° C. (The initially resulting slurry became homogeneous after ca one-fourth of the Grignard had been added). The resulting solution of 6-methoxy-3,4-dihydronaphth-1-yl diphenyl phosphate was the...